Dataset: the Open Reaction Database (ORD), a public repository of structured organic reaction records. Task: describe an organic reaction: reactants, conditions, products, and yield Starting materials: FC(F)(F)Oc1ccc(CBr)cc1, CCO, N#C[Na], O. Yields the product N#CCc1ccc(OC(F)(F)F)cc1. RXN SMILES: [Br:7][CH2:8][c:9]1[cH:10][cH:11][c:12]([O:15][C:16]([F:17])([F:18])[F:19])[cH:13][cH:14]1.[CH3:1][CH2:2][OH:3].[Na:4][C:5]#[N:6].[OH2:20]>>[C:5](#[N:6])[CH2:8][c:9]1[cH:10][cH:11][c:12]([O:15][C:16]([F:17])([F:18])[F:19])[cH:13][cH:14]1. Product: Cl.S1C2=C(C=C1)C(=CC=C2)N2CCN(CC2)CCCCOC2=CC=C1CCN(C(C1=C2)=O)C (7-[4-(4-benzo[b]thiophen-4-yl-piperazin-1-yl)butoxy]-2-methyl-3,4-dihydro-2H-isoquinolin-1-one hydrochloride). Reported procedure: By a similar method as in Example 1, 7-[4-(4-benzo[b]thiophen-4-yl-piperazin-1-yl)butoxy]-2-methyl-3,4-dihydro-2H-isoquinolin-1-one was prepared from 7-(4-chlorobutoxy)-2-methyl-3,4-dihydro-2H-isoquinolin-1-one, and after it was made into a methanol solution, 0.5N hydrochloric acid methanol solution was added thereto, precipitated crystals were separated by filtration, recrystallized from a mixed solvent of methanol-ethyl acetate and thereby 7-[4-(4-benzo[b]thiophen-4-yl-piperazin-1-yl)butoxy]-2... The solvent is CO (methanol). Reactants: S1C2=C(C=C1)C(=CC=C2)N2CCN(CC2)CCCCOC2=CC=C1CCN(C(C1=C2)=O)C (7-[4-(4-benzo[b]thiophen-4-yl-piperazin-1-yl)butoxy]-2-methyl-3,4-dihydro-2H-isoquinolin-1-one), ClCCCCOC1=CC=C2CCN(C(C2=C1)=O)C (7-(4-chlorobutoxy)-2-methyl-3,4-dihydro-2H-isoquinolin-1-one), CO.Cl (hydrochloric acid methanol). RXN SMILES: [S:1]1[CH:5]=[CH:4][C:3]2[C:6]([N:10]3[CH2:15][CH2:14][N:13]([CH2:16][CH2:17][CH2:18][CH2:19][O:20][C:21]4[CH:30]=[C:29]5[C:24]([CH2:25][CH2:26][N:27]([CH3:32])[C:28]5=[O:31])=[CH:23][CH:22]=4)[CH2:12][CH2:11]3)=[CH:7][CH:8]=[CH:9][C:2]1=2.[Cl:33]CCCCOC1C=C2C(CCN(C)C2=O)=CC=1.CO.Cl>CO>[ClH:33].[S:1]1[CH:5]=[CH:4][C:3]2[C:6]([N:10]3[CH2:11][CH2:12][N:13]([CH2:16][CH2:17][CH2:18][CH2:19][O:20][C:21]4[CH:30]=[C:29]5[C:24]([CH2:25][CH2:26][N:27]([CH3:32])[C:28]5=[O:31])=[CH:23][CH:22]=4)[CH2:14][CH2:15]3)=[CH:7][CH:8]=[CH:9][C:2]1=2 |f:2.3,5.6|. Reactants: N1C(CCNC(CC1)=O)=O (perhydro-1,5-diazocine-2,6-dione), [H-].[Na+] (sodium hydride), BrCC(=O)OC(C)(C)C (tert-butyl bromoacetate), [H-].[Na+] (sodium hydride), BrCC(=O)OC(C)(C)C (tert-butyl bromoacetate). Solvent: CN(C)C=O (DMF). Conditions: time 15 minute. The product is C(C)(C)(C)OC(=O)CN1CCC(N(CCC1=O)CC(=O)OC(C)(C)C)=O (tert-Butyl (5-tert-butoxycarbonylmethyl-2,6-dioxoperhydro-1,5-diazocin-1-yl)acetate). RXN SMILES: [NH:1]1[CH2:8][CH2:7][C:6](=[O:9])[NH:5][CH2:4][CH2:3][C:2]1=[O:10].[H-].[Na+].Br[CH2:14][C:15]([O:17][C:18]([CH3:21])([CH3:20])[CH3:19])=[O:16]>CN(C=O)C>[C:18]([O:17][C:15]([CH2:14][N:1]1[C:2](=[O:10])[CH2:3][CH2:4][N:5]([CH2:14][C:15]([O:17][C:18]([CH3:21])([CH3:20])[CH3:19])=[O:16])[C:6](=[O:9])[CH2:7][CH2:8]1)=[O:16])([CH3:21])([CH3:20])[CH3:19] |f:1.2|. Procedure: 3.3 g of perhydro-1,5-diazocine-2,6-dione are suspended in 30 ml of absolute DMF, and 732 mg of sodium hydride (80%) are then added. The mixture is stirred at RT for 15 min and then cooled to 0° C., and 3.76 ml of tert-butyl bromoacetate are then added. The mixture is stirred at 0° C. for 15 min and at RT for 30 min and then once more cooled to 0° C., and another 732 mg of sodium hydride (80%) are added. After 15 min, a further 3.76 ml of tert-butyl bromoacetate are added using a pipette, and af... Reactants: CS(=O)(=O)OC (methyl methanesulfonate), CO[Si](OC)(OC)CCCN(C)C (trimethoxysilylpropyldimethylamine). Run in C(C)(=O)OCC (ethyl acetate), C(C)(=O)OCC (ethyl acetate). Product: CS(=O)(=O)[O-].CO[Si](OC)(OC)CCC[N+](C)(C)C (trimethoxysilylpropyltrimethylammonium methanesulfonate). Reaction SMILES: [CH3:1][O:2][Si:3]([CH2:8][CH2:9][CH2:10][N:11]([CH3:13])[CH3:12])([O:6][CH3:7])[O:4][CH3:5].[CH3:14][S:15]([O:18]C)(=[O:17])=[O:16]>C(OCC)(=O)C>[CH3:14][S:15]([O-:18])(=[O:17])=[O:16].[CH3:1][O:2][Si:3]([CH2:8][CH2:9][CH2:10][N+:11]([CH3:14])([CH3:13])[CH3:12])([O:4][CH3:5])[O:6][CH3:7] |f:3.4|. Procedure: 5.0 g of trimethoxysilylpropyldimethylamine and 18 g of ethyl acetate were charged into a 100 mL flask to be dissolved. While stirring the resultant mixed solution with a magnetic stirrer, to the mixed solution, a solution in which 4.0 g of methyl methanesulfonate was dissolved in 24 g of ethyl acetate was gradually added at room temperature in a nitrogen atmosphere. The reaction mixture was refluxed over 3 days and therefrom, ethyl acetate was distilled off under reduced pressure. The resultant...